Dataset: the Open Reaction Database (ORD), a public repository of structured organic reaction records. Task: describe an organic reaction: reactants, conditions, products, and yield Starting materials: C(C(=O)Cl)(=O)Cl (oxalyl chloride), C1(=NC=CC2=CC=CC=C12)N1C=C(C=2C1=NC=CC2)C(=O)O (1-(isoquinolin-1-yl)-1H-pyrrolo[2,3-b]pyridine-3-carboxylic acid). Solvent: ClCCl (dichloromethane). Run at temperature 20 celsius, time 2 hour. The product is Cl.ClC(=O)C1=CN(C2=NC=CC=C21)C2=NC=CC1=CC=CC=C21 (3-Chlorocarbonyl-1-(isoquinolin-1-yl)-1H-pyrrolo[2,3-b]pyridine hydrochloride). As a reaction SMILES: [C:1](Cl)(=O)[C:2]([Cl:4])=[O:3].[C:7]1([N:17]2[C:21]3=[N:22][CH:23]=[CH:24][CH:25]=[C:20]3C(C(O)=O)=[CH:18]2)[C:16]2[C:11](=[CH:12][CH:13]=[CH:14][CH:15]=2)[CH:10]=[CH:9][N:8]=1>ClCCl>[ClH:4].[Cl:4][C:2]([C:1]1[C:20]2[C:21](=[N:22][CH:23]=[CH:24][CH:25]=2)[N:17]([C:7]2[C:16]3[C:11](=[CH:12][CH:13]=[CH:14][CH:15]=3)[CH:10]=[CH:9][N:8]=2)[CH:18]=1)=[O:3] |f:3.4|. Reported procedure: 0.61 cm3 (6.91 mmol) of oxalyl chloride was added, at a temperature in the region of 20° C., to 1.0 g (3.46 mmol) of 1-(isoquinolin-1-yl)-1H-pyrrolo[2,3-b]pyridine-3-carboxylic acid in suspension in 30 cm3 of dichloromethane. After stirring at a temperature in the region of 20° C. for 2 h, the reaction mixture was concentrated to dryness under reduced pressure (2.7 kPa) and used directly in the following stage. The reactants are C(C)(C)(C)NS(=O)(=O)C1=CC(=CC=C1)C=1N=CN(C1)C1=NC(=CC(=C1)C(F)(F)F)C1=CC=C(C=C1)C(F)(F)F (N-tert-butyl-3-{1-[4-trifluoromethyl-6-(4-trifluoromethyl-phenyl)-pyridin-2-yl]-1H-imidazol-4-yl}-benzenesulfonamide), C(=O)(C(F)(F)F)O (TFA). The solvent is ClCCl (dichloromethane). Run at time 15 hour. Product: FC(C1=CC(=NC(=C1)C1=CC=C(C=C1)C(F)(F)F)N1C=NC(=C1)C=1C=C(C=CC1)S(=O)(=O)N)(F)F (3-{1-[4-Trifluoromethyl-6-(4-trifluoromethyl-phenyl)-pyridin-2-yl]-1H-imidazol-4-yl}-benzenesulfonamide). The yield is 94.5%. RXN SMILES: C([NH:5][S:6]([C:9]1[CH:14]=[CH:13][CH:12]=[C:11]([C:15]2[N:16]=[CH:17][N:18]([C:20]3[CH:25]=[C:24]([C:26]([F:29])([F:28])[F:27])[CH:23]=[C:22]([C:30]4[CH:35]=[CH:34][C:33]([C:36]([F:39])([F:38])[F:37])=[CH:32][CH:31]=4)[N:21]=3)[CH:19]=2)[CH:10]=1)(=[O:8])=[O:7])(C)(C)C.C(O)(C(F)(F)F)=O>ClCCl>[F:29][C:26]([F:27])([F:28])[C:24]1[CH:23]=[C:22]([C:30]2[CH:31]=[CH:32][C:33]([C:36]([F:39])([F:38])[F:37])=[CH:34][CH:35]=2)[N:21]=[C:20]([N:18]2[CH:19]=[C:15]([C:11]3[CH:10]=[C:9]([S:6]([NH2:5])(=[O:8])=[O:7])[CH:14]=[CH:13][CH:12]=3)[N:16]=[CH:17]2)[CH:25]=1. Procedure: To a cooled and stirred solution of N-tert-butyl-3-{1-[4-trifluoromethyl-6-(4-trifluoromethyl-phenyl)-pyridin-2-yl]-1H-imidazol-4-yl}-benzenesulfonamide (example 280) (0.110 g, 0.19 mmol) in dichloromethane (3 mL) was added TFA (3 mL) and the reaction mixture was allowed to stir at room temperature for 15 h. The mixture was evaporated to dryness and saturated NaHCO3 solution (5 mL), diethyl ether and heptane were added. The mixture was stirred at room temperature for 1 h, the precipitate was col... Conditions: time 30 minute. Solvent: O (water), CN(C)C=O (DMF). The product is C(C1=CC=CC=C1)OCCN1C(COCC1)=O (4-(2-Benzyloxy-ethyl)-morpholin-3-one). Reactants: [H-].[Na+] (NaH), N1C(COCC1)=O (morpholin-3-one), BrCCOCC1=CC=CC=C1 ((2-bromo-ethoxymethyl)-benzene). Reported procedure: Add NaH (0.47 g, 11.8 mmol) to a solution of morpholin-3-one (Vieles, P.; Seguin, J., Bulletin de la Societe Chimique de France, 1953, 287-9) (1.0 g, 9.9 mmol) in DMF (10 ml) at room temperature. Stir for 30 min, add (2-bromo-ethoxymethyl)-benzene (2.2 g, 10.2 mmol), and stir at room temperature for 18 h. Dilute with water and extract with EtOAc (2×). Combine the organics, dry, and concentrate. Purify by flash chromatography using 0-5% MeOH in CH2Cl2, to give the product as an oil. (1.7 g, 74%).... As a reaction SMILES: [H-].[Na+].[NH:3]1[CH2:8][CH2:7][O:6][CH2:5][C:4]1=[O:9].Br[CH2:11][CH2:12][O:13][CH2:14][C:15]1[CH:20]=[CH:19][CH:18]=[CH:17][CH:16]=1>CN(C=O)C.O>[CH2:14]([O:13][CH2:12][CH2:11][N:3]1[CH2:8][CH2:7][O:6][CH2:5][C:4]1=[O:9])[C:15]1[CH:20]=[CH:19][CH:18]=[CH:17][CH:16]=1 |f:0.1|. Reactants: CO, N#Cc1cc(F)cc(F)c1, N. Yields the product NCc1cc(F)cc(F)c1. RXN SMILES: [CH3:12][OH:13].[F:1][c:2]1[cH:3][c:4]([C:5]#[N:6])[cH:7][c:8]([F:10])[cH:9]1.[NH3:11]>>[F:1][c:2]1[cH:3][c:4]([CH2:5][NH2:6])[cH:7][c:8]([F:10])[cH:9]1. The solvent is C(Cl)(Cl)Cl (chloroform), C(Cl)(Cl)Cl (chloroform). Procedure details: A pinch of aluminium chloride ground beforehand in a mortar is added to 13.4 g (0.1 mol) of propiophenone in 100 ml of anhydrous chloroform, and a solution of 5 ml (0.1 mol) of bromine in 20 ml of chloroform is then added dropwise, with stirring. The mixture decolourises instantaneously. It is cooled in an ice bath and then stirred overnight to drive off the hydrobromic acid formed. The catalyst is filtered off and the solvent is driven off from the filtrate. 22 g of an oil remain, which is used... Product: BrC(C(=O)C1=CC=CC=C1)C (2-Bromopropiophenone). Reactants: BrBr (bromine), Br (hydrobromic acid), [Cl-].[Al+3].[Cl-].[Cl-] (aluminium chloride), C(CC)(=O)C1=CC=CC=C1 (propiophenone). RXN SMILES: [Cl-].[Al+3].[Cl-].[Cl-].[C:5]([C:9]1[CH:14]=[CH:13][CH:12]=[CH:11][CH:10]=1)(=[O:8])[CH2:6][CH3:7].[Br:15]Br.Br>C(Cl)(Cl)Cl>[Br:15][CH:6]([CH3:7])[C:5]([C:9]1[CH:14]=[CH:13][CH:12]=[CH:11][CH:10]=1)=[O:8] |f:0.1.2.3|. Reactants: solid, Cl.Cl.Cl.O1CCC=2C1=C(N=CC2)N2CCN(CC2)CC[C@@H]2CC[C@H](CC2)N (trans-4-{2-[4-(2,3-dihydro-furo[2,3-c]pyridin-7-yl)-piperazin-1-yl]-ethyl}-cyclohexylamine trihydrochloride), Cl.Cl.Cl.O1CCC=2C1=C(N=CC2)N2CCN(CC2)CC[C@@H]2CC[C@H](CC2)N (trans-4-{2-[4-(2,3-dihydro-furo[2,3-c]pyridin-7-yl)-piperazin-1-yl]-ethyl}-cyclohexylamine trihydrochloride), CO[C@@H]1C[C@H](CC1)CC(=O)OC (methyl 2-((1S,3S)-3-methoxy-cyclopentyl)-acetate). Yields the product O1CCC=2C1=C(N=CC2)N2CCN(CC2)CC[C@@H]2CC[C@H](CC2)NC(C[C@@H]2C[C@H](CC2)OC)=O (trans-N-(4-{2-[4-(2,3-Dihydro-furo[2,3-c]pyridin-7-yl)-piperazin-1-yl]-ethyl}-cyclohexyl)-2-((1S,3S)-3-methoxy-cyclopentyl)-acetamide). RXN SMILES: Cl.Cl.Cl.[O:4]1[C:8]2=[C:9]([N:13]3[CH2:18][CH2:17][N:16]([CH2:19][CH2:20][C@H:21]4[CH2:26][CH2:25][C@H:24]([NH2:27])[CH2:23][CH2:22]4)[CH2:15][CH2:14]3)[N:10]=[CH:11][CH:12]=[C:7]2[CH2:6][CH2:5]1.[CH3:28][O:29][C@H:30]1[CH2:34][CH2:33][C@H:32]([CH2:35][C:36](OC)=[O:37])[CH2:31]1>>[O:4]1[C:8]2=[C:9]([N:13]3[CH2:18][CH2:17][N:16]([CH2:19][CH2:20][C@H:21]4[CH2:26][CH2:25][C@H:24]([NH:27][C:36](=[O:37])[CH2:35][C@H:32]5[CH2:33][CH2:34][C@H:30]([O:29][CH3:28])[CH2:31]5)[CH2:23][CH2:22]4)[CH2:15][CH2:14]3)[N:10]=[CH:11][CH:12]=[C:7]2[CH2:6][CH2:5]1 |f:0.1.2.3|. Reported procedure: The title compound, white solid (117 mg, 99%), MS (ISP) m/z=471.6 [(M+H)+], mp 199° C., was prepared in accordance with the general method of example 5 from trans-4-{2-[4-(2,3-dihydro-furo[2,3-c]pyridin-7-yl)-piperazin-1-yl]-ethyl}-cyclohexylamine trihydrochloride (intermediate B) (110 mg, 0.25 mmol) and methyl 2-((1S,3S)-3-methoxy-cyclopentyl)-acetate. Starting materials: COC=1C=C(C=CC1)C(=C\C=C/C(=O)O)C1=CC(=CC=C1)OC ((Z)-5,5-bis(3-methoxyphenyl)-2,4-pentadienoic acid), [N+](=O)([O-])C1=CC=C(C=C1)O (4-nitrophenol), C1(CCCCC1)N=C=NC1CCCCC1 (1,3-dicyclohexylcarbodiimide). Solvent: ClCCl (dichloromethane). Reaction conditions: time 1 hour. Product: [N+](=O)([O-])C1=CC=C(C=C1)OC(\C=C/C=C(C1=CC(=CC=C1)OC)C1=CC(=CC=C1)OC)=O ((Z)-5,5-bis(3-methoxyphenyl)-2,4-pentadienoic acid 4-nitrophenyl ester). Isolated yield 85.5%. As a reaction SMILES: [CH3:1][O:2][C:3]1[CH:4]=[C:5]([C:9]([C:16]2[CH:21]=[CH:20][CH:19]=[C:18]([O:22][CH3:23])[CH:17]=2)=[CH:10]/[CH:11]=[CH:12]\[C:13]([OH:15])=[O:14])[CH:6]=[CH:7][CH:8]=1.[N+:24]([C:27]1[CH:32]=[CH:31][C:30](O)=[CH:29][CH:28]=1)([O-:26])=[O:25].C1(N=C=NC2CCCCC2)CCCCC1>ClCCl>[N+:24]([C:27]1[CH:32]=[CH:31][C:30]([O:14][C:13](=[O:15])/[CH:12]=[CH:11]\[CH:10]=[C:9]([C:5]2[CH:6]=[CH:7][CH:8]=[C:3]([O:2][CH3:1])[CH:4]=2)[C:16]2[CH:21]=[CH:20][CH:19]=[C:18]([O:22][CH3:23])[CH:17]=2)=[CH:29][CH:28]=1)([O-:26])=[O:25]. Reported procedure: A solution of (Z)-5,5-bis(3-methoxyphenyl)-2,4-pentadienoic acid (1.85 g) and 4-nitrophenol (0.912 g) in dichloromethane (25 mL) was treated with 1,3-dicyclohexylcarbodiimide (1.23 g). The mixture was stirred at 0°-5° C. for 1 hour, then at room temperature for 1 hour. The usual work up furnished 2.2 g of crude (Z)-5,5-bis(3-methoxyphenyl)-2,4-pentadienoic acid 4-nitrophenyl ester contaminated with the corresponding (E)-isomer, purification of the product by HPLC (dichloromethane-hexane; 3:1) yi... The reactants are N1C(CCC1)=O (pyrrolidin-2-one), C([O-])([O-])=O.[K+].[K+] (potassium carbonate), CNCCNC (N,N′-dimethylethylenediamine), BrC1=CC(=C(C=C1)C(=O)N1CCC(CC1)C(C1=CC=C(C=C1)Cl)=O)S(=O)(=O)C ((4-bromo-2-methanesulfonylphenyl)[4-(4-chlorobenzoyl)piperidin-1-yl]methanone). The reagents and catalysts are [Cu]I (copper(I) iodide). Solvent: C1(=CC=CC=C1)C (toluene), O (water). Product: ClC1=CC=C(C(=O)C2CCN(CC2)C(=O)C2=C(C=C(C=C2)N2C(CCC2)=O)S(=O)(=O)C)C=C1 (1-{4-[4-(4-chlorobenzoyl)piperidine-1-carbonyl]-3-methanesulfonylphenyl}pyrrolidin-2-one). As a reaction SMILES: Br[C:2]1[CH:7]=[CH:6][C:5]([C:8]([N:10]2[CH2:15][CH2:14][CH:13]([C:16](=[O:24])[C:17]3[CH:22]=[CH:21][C:20]([Cl:23])=[CH:19][CH:18]=3)[CH2:12][CH2:11]2)=[O:9])=[C:4]([S:25]([CH3:28])(=[O:27])=[O:26])[CH:3]=1.[NH:29]1[CH2:33][CH2:32][CH2:31][C:30]1=[O:34].C(=O)([O-])[O-].[K+].[K+].CNCCNC>[Cu]I.O.C1(C)C=CC=CC=1>[Cl:23][C:20]1[CH:21]=[CH:22][C:17]([C:16]([CH:13]2[CH2:14][CH2:15][N:10]([C:8]([C:5]3[CH:6]=[CH:7][C:2]([N:29]4[CH2:33][CH2:32][CH2:31][C:30]4=[O:34])=[CH:3][C:4]=3[S:25]([CH3:28])(=[O:27])=[O:26])=[O:9])[CH2:11][CH2:12]2)=[O:24])=[CH:18][CH:19]=1 |f:2.3.4|. Reported procedure: To a mixture of (4-bromo-2-methanesulfonylphenyl)[4-(4-chlorobenzoyl)piperidin-1-yl]methanone (1.45 g) described in Preparation Example 191, pyrrolidin-2-one (0.24 mL), potassium carbonate (0.83 g) and copper(I) iodide (0.11 g) were added toluene (3 mL) and N,N′-dimethylethylenediamine (0.13 mL), and the mixture was stirred with heating under reflux for 8 hr. The reaction mixture was cooled, water was added, and the mixture was extracted with chloroform. The organic layer was washed with water a...